describe an organic reaction: reactants, conditions, products, and yield From a dataset of the Open Reaction Database (ORD), a public repository of structured organic reaction records. The reactants are CCOC(N)=O, CCO, Nc1ccccc1, NC(N)=O, O=C(Nc1ccccc1)Nc1ccccc1. Reaction SMILES: [CH3:28][CH2:29][O:30][C:31]([NH2:32])=[O:33].[CH3:34][CH2:35][OH:36].[NH2:1][c:2]1[cH:3][cH:4][cH:5][cH:6][cH:7]1.[NH2:24][C:25](=[O:26])[NH2:27].[c:8]1([NH:9][C:10]([NH:11][c:12]2[cH:13][cH:14][cH:15][cH:16][cH:17]2)=[O:18])[cH:19][cH:20][cH:21][cH:22][cH:23]1>>[NH:1]([c:2]1[cH:3][cH:4][cH:5][cH:6][cH:7]1)[C:31]([O:30][CH2:29][CH3:28])=[O:33]. The product is CCOC(=O)Nc1ccccc1.